Dataset: the Open Reaction Database (ORD), a public repository of structured organic reaction records. Task: describe an organic reaction: reactants, conditions, products, and yield The reactants are CCN(C(C)C)C(C)C (DIPEA), ClC1=C(C=NC=C1)[N+](=O)[O-] (4-chloro-3-nitropyridine), C(C)(C)(C)OC(=O)N[C@@H]1CN(C[C@@H](C1)F)C(=O)OCC1=CC=CC=C1 ((3S,5R)-benzyl 3-(tert-butoxycarbonylamino)-5-fluoropiperidine-1-carboxylate). Reagents/catalysts: [Pd] (Pd/C). Solvent: CO (methanol). Run at time 1 hour. Yields the product F[C@@H]1C[C@@H](CN(C1)C1=C(C=NC=C1)[N+](=O)[O-])NC(OC(C)(C)C)=O (tert-butyl (3S,5R)-5-fluoro-1-(3-nitropyridin-4-yl)piperidin-3-ylcarbamate). Isolated yield 90.0%. RXN SMILES: [C:1]([O:5][C:6]([NH:8][C@H:9]1[CH2:14][C@@H:13]([F:15])[CH2:12][N:11]([C:16](OCC2C=CC=CC=2)=O)[CH2:10]1)=[O:7])([CH3:4])([CH3:3])[CH3:2].CCN(C(C)C)C(C)C.ClC1[CH:41]=[CH:40][N:39]=[CH:38][C:37]=1[N+:42]([O-:44])=[O:43]>[Pd].CO>[F:15][C@H:13]1[CH2:12][N:11]([C:16]2[CH:41]=[CH:40][N:39]=[CH:38][C:37]=2[N+:42]([O-:44])=[O:43])[CH2:10][C@@H:9]([NH:8][C:6](=[O:7])[O:5][C:1]([CH3:2])([CH3:3])[CH3:4])[CH2:14]1. Reported procedure: To a solution of (3S,5R)-benzyl 3-(tert-butoxycarbonylamino)-5-fluoropiperidine-1-carboxylate (1 eq) in 28 methanol was added 10% Pd/C (0.1 eq). The resulting suspension was stirred at H2 atmosphere for 1 hours. The crude solids were filtered through a pad of Celite on a paper lined Buchner funnel, washed with MeOH, then concentrated in vacuo. The residue was dissolved in 33 mL of isopropanol and DIPEA (2.5 eq) and 4-chloro-3-nitropyridine (1.5 eq) were added. The reaction mixture was stirred at...